describe an organic reaction: reactants, conditions, products, and yield From a dataset of the Open Reaction Database (ORD), a public repository of structured organic reaction records. Yields the product C(C)OC1=C(C=C(CC2N(CCC3=CC(=C(C=C23)OC)OC)CC(=O)NCC2=CC=CC=C2)C=C1)OC (2-[1-(4-ethoxy-3-methoxy-benzyl)-6,7-dimethoxy-3,4-dihydro-1H-isoquinolin-2-yl]-N-benzyl-acetamide). Reported procedure: prepared by reaction of 2-[1-(4-hydroxy-3-methoxy-benzyl)-6,7-dimethoxy-3,4-dihydro-1H-isoquinolin-2-yl]-N-benzyl-acetamide with ethyl iodide The reactants are OC1=C(C=C(CC2N(CCC3=CC(=C(C=C23)OC)OC)CC(=O)NCC2=CC=CC=C2)C=C1)OC (2-[1-(4-hydroxy-3-methoxy-benzyl)-6,7-dimethoxy-3,4-dihydro-1H-isoquinolin-2-yl]-N-benzyl-acetamide), C(C)I (ethyl iodide). As a reaction SMILES: [OH:1][C:2]1[CH:33]=[CH:32][C:5]([CH2:6][CH:7]2[C:16]3[C:11](=[CH:12][C:13]([O:19][CH3:20])=[C:14]([O:17][CH3:18])[CH:15]=3)[CH2:10][CH2:9][N:8]2[CH2:21][C:22]([NH:24][CH2:25][C:26]2[CH:31]=[CH:30][CH:29]=[CH:28][CH:27]=2)=[O:23])=[CH:4][C:3]=1[O:34][CH3:35].[CH2:36](I)[CH3:37]>>[CH2:36]([O:1][C:2]1[CH:33]=[CH:32][C:5]([CH2:6][CH:7]2[C:16]3[C:11](=[CH:12][C:13]([O:19][CH3:20])=[C:14]([O:17][CH3:18])[CH:15]=3)[CH2:10][CH2:9][N:8]2[CH2:21][C:22]([NH:24][CH2:25][C:26]2[CH:31]=[CH:30][CH:29]=[CH:28][CH:27]=2)=[O:23])=[CH:4][C:3]=1[O:34][CH3:35])[CH3:37]. Reactants: c1ccc2c(c1)CCN2, COc1ccc(C(=O)N2c3ccccc3C(O)CC2C)cc1OC. Yields the product COc1ccc(C(=O)N2c3ccccc3C(N3CCc4ccccc43)CC2C)cc1OC. As a reaction SMILES: [CH2:25]1[CH2:26][c:27]2[cH:28][cH:29][cH:30][cH:31][c:32]2[NH:33]1.[CH3:1][O:2][c:3]1[cH:4][c:5]([C:6](=[O:7])[N:8]2[CH:9]([CH3:19])[CH2:10][CH:11]([OH:18])[c:12]3[cH:13][cH:14][cH:15][cH:16][c:17]32)[cH:20][cH:21][c:22]1[O:23][CH3:24]>>[CH3:1][O:2][c:3]1[cH:4][c:5]([C:6](=[O:7])[N:8]2[CH:9]([CH3:19])[CH2:10][CH:11]([N:33]3[CH2:25][CH2:26][c:27]4[cH:28][cH:29][cH:30][cH:31][c:32]43)[c:12]3[cH:13][cH:14][cH:15][cH:16][c:17]32)[cH:20][cH:21][c:22]1[O:23][CH3:24].